This data is from the Open Reaction Database (ORD), a public repository of structured organic reaction records. The task is: describe an organic reaction: reactants, conditions, products, and yield The reactants are FC1(CCC(CC1)C=CC(=O)OC)F (Methyl 3-(4,4-difluorocyclohexyl)prop-2-enoate), [N+](=O)([O-])C (nitromethane), N12CCCCCC2=NCCC1 (1,8-diazabicyclo[5,4,0]undec-7-ene). Run at time 8 hour. Product: FC1(CCC(CC1)C(CC(=O)OC)C[N+](=O)[O-])F (methyl 3-(4,4-difluorocyclohexyl)-4-nitrobutanoate). The yield is 68.0%. Reaction SMILES: [F:1][C:2]1([F:14])[CH2:7][CH2:6][CH:5]([CH:8]=[CH:9][C:10]([O:12][CH3:13])=[O:11])[CH2:4][CH2:3]1.[N+:15]([CH3:18])([O-:17])=[O:16].N12CCCN=C1CCCCC2>>[F:1][C:2]1([F:14])[CH2:3][CH2:4][CH:5]([CH:8]([CH2:18][N+:15]([O-:17])=[O:16])[CH2:9][C:10]([O:12][CH3:13])=[O:11])[CH2:6][CH2:7]1. Procedure details: Methyl 3-(4,4-difluorocyclohexyl)prop-2-enoate (4.054 g, 0.198 mol, 1 eq) is dissolved in nitromethane (23 L, 0.423 mol, 21.3 eq) and 1,8-diazabicyclo[5,4,0]undec-7-ene (3.025 g, 0.198 mol, 1 eq) is added at room temperature. The solution is stirred overnight at room temperature then evaporated. The residue is dissolved in ethyl acetate and the solution is washed with 1 M HCl and water. The organic phase is dried with MgSO4 and evaporated under vacuum. The residue is purified by chromatography o... Reactants: O1COC2=C1C=CC(=C2)CC(=O)NC2=C(C(=O)O)C(=CC(=C2)N2CCN(CC2)C)F (2-(2-Benzo[1,3]dioxol-5-yl-acetylamino)-6-fluoro-4-(4-methyl-piperazin-1-yl)-benzoic acid). Run in C(C)(=O)OC(C)=O (acetic anhydride). Conditions: temperature 130 celsius. Yields the product O1COC2=C1C=CC(=C2)CC=2OC(C1=C(N2)C=C(C=C1F)N1CCN(CC1)C)=O (2-benzo[1,3]dioxol-5-ylmethyl-5-fluoro-7-(4-methyl-piperazin-1-yl)-benzo[d][1,3]oxazin-4-one). RXN SMILES: [O:1]1[C:5]2[CH:6]=[CH:7][C:8]([CH2:10][C:11]([NH:13][C:14]3[CH:22]=[C:21]([N:23]4[CH2:28][CH2:27][N:26]([CH3:29])[CH2:25][CH2:24]4)[CH:20]=[C:19]([F:30])[C:15]=3[C:16]([OH:18])=[O:17])=O)=[CH:9][C:4]=2[O:3][CH2:2]1>C(OC(=O)C)(=O)C>[O:1]1[C:5]2[CH:6]=[CH:7][C:8]([CH2:10][C:11]3[O:17][C:16](=[O:18])[C:15]4[C:19]([F:30])=[CH:20][C:21]([N:23]5[CH2:28][CH2:27][N:26]([CH3:29])[CH2:25][CH2:24]5)=[CH:22][C:14]=4[N:13]=3)=[CH:9][C:4]=2[O:3][CH2:2]1. Procedure details: To a suspension of 2-(2-benzo[1,3]dioxol-5-yl-acetylamino)-6-fluoro-4-(4-methyl-piperazin-1-yl)-benzoic acid methyl ester (0.15 g, 0.35 mmol) in a mixture of tetrahydrofuran (10 mL), methanol (1 mL) and water (2 mL), was added lithium hydroxide (0.15 g, 3.49 mmol). The reaction was stirred at room temperature overnight then the solvent was evaporated. The residue was diluted with water and 2 N HCl solution was added until pH 7. The solid precipitated was filtered and washed with water to obtain ...